This data is from the Open Reaction Database (ORD), a public repository of structured organic reaction records. The task is: describe an organic reaction: reactants, conditions, products, and yield The reactants are B, CCc1cnc2nc(C=O)nn2c1, CNC, CO, CC(C)(C#N)c1c(F)cc(CCC2(C3CCCC3)CC(O)=CC(=O)O2)cc1F. Yields the product CCc1cnc2nc(CC3=C(O)CC(CCc4cc(F)c(C(C)(C)C#N)c(F)c4)(C4CCCC4)OC3=O)nn2c1. As a reaction SMILES: [BH3:45].[CH2:29]([CH3:30])[c:31]1[cH:32][n:33][c:34]2[n:35]([cH:36]1)[n:37][c:38]([CH:40]=[O:41])[n:39]2.[CH3:42][NH:43][CH3:44].[CH3:46][OH:47].[CH:1]1([C:6]2([CH2:14][CH2:15][c:16]3[cH:17][c:18]([F:28])[c:19]([C:23]([C:24]#[N:25])([CH3:26])[CH3:27])[c:20]([F:22])[cH:21]3)[O:7][C:8](=[O:13])[CH:9]=[C:10]([OH:12])[CH2:11]2)[CH2:2][CH2:3][CH2:4][CH2:5]1>>[CH:1]1([C:6]2([CH2:14][CH2:15][c:16]3[cH:17][c:18]([F:28])[c:19]([C:23]([C:24]#[N:25])([CH3:26])[CH3:27])[c:20]([F:22])[cH:21]3)[O:7][C:8](=[O:13])[C:9]([CH2:40][c:38]3[n:37][n:35]4[c:34]([n:33][cH:32][c:31]([CH2:29][CH3:30])[cH:36]4)[n:39]3)=[C:10]([OH:12])[CH2:11]2)[CH2:2][CH2:3][CH2:4][CH2:5]1. Starting materials: CC[Si](CC)(CC)OC(C1CCC(NS(=O)(=O)Cc2ccccc2)CC1)(C(F)(F)F)C(F)(F)F, C1CCOC1, CCOCC, [Cl-], O=S(=O)(OCC(F)(F)F)C(F)(F)F, [NH4+]. The product is CC[Si](CC)(CC)OC(C1CCC(N(CC(F)(F)F)S(=O)(=O)Cc2ccccc2)CC1)(C(F)(F)F)C(F)(F)F. As a reaction SMILES: [CH2:1]([c:2]1[cH:3][cH:4][cH:5][cH:6][cH:7]1)[S:8](=[O:9])(=[O:10])[NH:11][CH:12]1[CH2:13][CH2:14][CH:15]([C:18]([C:19]([F:20])([F:21])[F:22])([C:23]([F:24])([F:25])[F:26])[O:27][Si:28]([CH2:29][CH3:30])([CH2:31][CH3:32])[CH2:33][CH3:34])[CH2:16][CH2:17]1.[CH2:55]1[O:56][CH2:57][CH2:58][CH2:59]1.[CH3:50][CH2:51][O:52][CH2:53][CH3:54].[Cl-:48].[F:35][C:36]([CH2:37][O:38][S:39]([C:40]([F:41])([F:42])[F:43])(=[O:44])=[O:45])([F:46])[F:47].[NH4+:49]>>[CH2:1]([c:2]1[cH:3][cH:4][cH:5][cH:6][cH:7]1)[S:8](=[O:9])(=[O:10])[N:11]([CH:12]1[CH2:13][CH2:14][CH:15]([C:18]([C:19]([F:20])([F:21])[F:22])([C:23]([F:24])([F:25])[F:26])[O:27][Si:28]([CH2:29][CH3:30])([CH2:31][CH3:32])[CH2:33][CH3:34])[CH2:16][CH2:17]1)[CH2:37][C:36]([F:35])([F:46])[F:47]. Product: FC1=C(C(=CC=C1)F)C1=NOC(=N1)C1CN(CC(C1)C1=CC=C(C=C1)CC)C(=O)N(C)CC (3-[3-(2,6-Difluorophenyl)-1,2,4-oxadiazol-5-yl]-N-ethyl-5-(4-ethylphenyl)-N-methylpiperidine -1-carboxamide). Procedure details: 64 mg (0.20 mmol) of 1-[ethyl(methyl)carbamoyl]-5-(4-ethylphenyl)piperidine-3-carboxylic acid (Example 45A) and 38 mg (0.22 mmol, 1.1 eq.) of 2,6-difluoro-N′-hydroxybenzenecarboximidamide were reacted according to the General Method 1. Yield: 23 mg (26% of theory) The reactants are C(C)N(C(=O)N1CC(CC(C1)C1=CC=C(C=C1)CC)C(=O)O)C (1-[Ethyl(methyl)carbamoyl]-5-(4-ethylphenyl)piperidine-3-carboxylic acid), FC1=C(C(=CC=C1)F)C(N)=NO (2,6-difluoro-N′-hydroxybenzenecarboximidamide). Reaction SMILES: [CH2:1]([N:3]([CH3:23])[C:4]([N:6]1[CH2:11][CH:10]([C:12]2[CH:17]=[CH:16][C:15]([CH2:18][CH3:19])=[CH:14][CH:13]=2)[CH2:9][CH:8]([C:20]([OH:22])=O)[CH2:7]1)=[O:5])[CH3:2].[F:24][C:25]1[CH:30]=[CH:29][CH:28]=[C:27]([F:31])[C:26]=1[C:32](=[N:34]O)[NH2:33]>>[F:24][C:25]1[CH:30]=[CH:29][CH:28]=[C:27]([F:31])[C:26]=1[C:32]1[N:34]=[C:20]([CH:8]2[CH2:9][CH:10]([C:12]3[CH:13]=[CH:14][C:15]([CH2:18][CH3:19])=[CH:16][CH:17]=3)[CH2:11][N:6]([C:4]([N:3]([CH2:1][CH3:2])[CH3:23])=[O:5])[CH2:7]2)[O:22][N:33]=1. The reactants are FC(=O)C(F)(C(F)(F)F)OC(F)(F)C(F)(F)C(F)(F)F (FCOCF(CF3)OCF2CF2CF3), FS(=O)(=O)CCOCCO (FSO2CH2CH2OCH2CH2OH). Product: FS(=O)(=O)CCOCCOC(=O)C(F)(C(F)(F)F)OC(F)(F)C(F)(F)C(F)(F)F (FSO2CH2CH2OCH2CH2OCOCF(CF3)OCF2CF2CF3). As a reaction SMILES: F[C:2]([C:4]([O:10][C:11]([C:14]([C:17]([F:20])([F:19])[F:18])([F:16])[F:15])([F:13])[F:12])([C:6]([F:9])([F:8])[F:7])[F:5])=[O:3].[F:21][S:22]([CH2:25][CH2:26][O:27][CH2:28][CH2:29][OH:30])(=[O:24])=[O:23]>>[F:21][S:22]([CH2:25][CH2:26][O:27][CH2:28][CH2:29][O:30][C:2]([C:4]([O:10][C:11]([C:14]([C:17]([F:18])([F:19])[F:20])([F:15])[F:16])([F:12])[F:13])([C:6]([F:9])([F:8])[F:7])[F:5])=[O:3])(=[O:24])=[O:23]. Reported procedure: FCOCF(CF3)OCF2CF2CF3 obtained in Example 4 was reacted with FSO2CH2CH2OCH2CH2OH under the same conditions as in the above esterification to obtain FSO2CH2CH2OCH2CH2OCOCF(CF3)OCF2CF2CF3. The obtained FSO2CH2CH2OCH2CH2OCOCF(CF3)OCF2CF2CF3 was fluorinated under the same conditions as in the above fluorination step to obtain FSO2CF2CF2OCF2CF2OCOCF(CF3)OCF2CF2CF3. The obtained FSO2CF2CF2OCF2CF2OCOCF(CF3)OCF2CF2CF3 was decomposed under the same conditions as in the above decomposition step to obtain F...